From a dataset of the Open Reaction Database (ORD), a public repository of structured organic reaction records. describe an organic reaction: reactants, conditions, products, and yield The reactants are O=C1CN(c2cccc(-n3cc(-c4ccc(Cl)cc4Cl)nc3Cc3ccc(-c4ccc(Br)cc4)cc3)c2)S(=O)(=O)N1, c1ccc(C2CCNC2)cc1. The product is O=C1CN(c2cccc(-n3cc(-c4ccc(Cl)cc4Cl)nc3Cc3ccc(-c4ccc(N5CCC(c6ccccc6)C5)cc4)cc3)c2)S(=O)(=O)N1. Reaction SMILES: [Br:1][c:2]1[cH:3][cH:4][c:5](-[c:8]2[cH:9][cH:10][c:11]([CH2:14][c:15]3[n:16](-[c:28]4[cH:29][c:30]([N:34]5[CH2:35][C:36](=[O:41])[NH:37][S:38]5(=[O:39])=[O:40])[cH:31][cH:32][cH:33]4)[cH:17][c:18](-[c:20]4[c:21]([Cl:27])[cH:22][c:23]([Cl:26])[cH:24][cH:25]4)[n:19]3)[cH:12][cH:13]2)[cH:6][cH:7]1.[c:42]1([CH:48]2[CH2:49][NH:50][CH2:51][CH2:52]2)[cH:43][cH:44][cH:45][cH:46][cH:47]1>>[c:2]1([N:50]2[CH2:49][CH:48]([c:42]3[cH:43][cH:44][cH:45][cH:46][cH:47]3)[CH2:52][CH2:51]2)[cH:3][cH:4][c:5](-[c:8]2[cH:9][cH:10][c:11]([CH2:14][c:15]3[n:16](-[c:28]4[cH:29][c:30]([N:34]5[CH2:35][C:36](=[O:41])[NH:37][S:38]5(=[O:39])=[O:40])[cH:31][cH:32][cH:33]4)[cH:17][c:18](-[c:20]4[c:21]([Cl:27])[cH:22][c:23]([Cl:26])[cH:24][cH:25]4)[n:19]3)[cH:12][cH:13]2)[cH:6][cH:7]1. Starting materials: COc1ccc(S(=O)(=O)Cl)cc1, Cl, Cl, Nc1nc(-c2cccc([N+](=O)[O-])c2)cs1, c1ccncc1. The product is COc1ccc(S(=O)(=O)Nc2nc(-c3cccc([N+](=O)[O-])c3)cs2)cc1. As a reaction SMILES: [CH3:17][O:18][c:19]1[cH:20][cH:21][c:22]([S:25](=[O:26])(=[O:27])[Cl:28])[cH:23][cH:24]1.[ClH:1].[ClH:29].[N+:2](=[O:3])([O-:4])[c:5]1[cH:6][c:7](-[c:11]2[n:12][c:13]([NH2:16])[s:14][cH:15]2)[cH:8][cH:9][cH:10]1.[cH:30]1[cH:31][cH:32][n:33][cH:34][cH:35]1>>[N+:2](=[O:3])([O-:4])[c:5]1[cH:6][c:7](-[c:11]2[n:12][c:13]([NH:16][S:25]([c:22]3[cH:21][cH:20][c:19]([O:18][CH3:17])[cH:24][cH:23]3)(=[O:26])=[O:27])[s:14][cH:15]2)[cH:8][cH:9][cH:10]1. Run at time 5 minute. The solvent is O1CCCC1 (tetrahydrofuran). As a reaction SMILES: [Cl:1][C:2]1[C:11]2[N:10]=[C:9]([C:12]3[N:16]([C:17]4[C:22]([Cl:23])=[CH:21][CH:20]=[CH:19][N:18]=4)[N:15]=[C:14]([Cl:24])[CH:13]=3)[O:8][C:7](=[O:25])[C:6]=2[CH:5]=[C:4]([C:26]#[N:27])[CH:3]=1.[CH3:28][NH2:29]>O1CCCC1>[Cl:24][C:14]1[CH:13]=[C:12]([C:9]([NH:10][C:11]2[C:6]([C:7]([NH:29][CH3:28])=[O:25])=[CH:5][C:4]([C:26]#[N:27])=[CH:3][C:2]=2[Cl:1])=[O:8])[N:16]([C:17]2[C:22]([Cl:23])=[CH:21][CH:20]=[CH:19][N:18]=2)[N:15]=1. Reactants: ClC1=CC(=CC=2C(OC(=NC21)C2=CC(=NN2C2=NC=CC=C2Cl)Cl)=O)C#N (8-chloro-2-[3-chloro-1-(3-chloro-2-pyridinyl)-1H-pyrazol-5-yl]-6-cyano-4H-3,1-benzoxazin-4-one), ClC1=CC(=CC=2C(OC(=NC21)C2=CC(=NN2C2=NC=CC=C2Cl)Cl)=O)C#N (8-chloro-2-[3-chloro-1-(3-chloro-2-pyridinyl)-1H-pyrazol-5-yl]-6-cyano-4H-3, 1-benzoxazin-4-one), CN (methylamine). The product is ClC1=NN(C(=C1)C(=O)NC1=C(C=C(C=C1C(=O)NC)C#N)Cl)C1=NC=CC=C1Cl (3-chloro-1-(3-chloro-2-pyridinyl)-N-[2-chloro-4-cyano-6-[(methylamino)carbonyl]phenyl]-1H-pyrazole-5-carboxamide). Procedure details: To a solution of 8-chloro-2-[3-chloro-1-(3-chloro-2-pyridinyl)-1H-pyrazol-5-yl]-6-cyano-4H-3,1-benzoxazin-4-one (i.e. the cyanobenzoxazinone product of Step C) (187 mg, 0.446 mmol) in tetrahydrofuran (5 mL) was added dropwise methylamine (2.0 M solution in THF, 0.5 mL, 1.0 mmol) and the reaction mixture was stirred for 5 minutes, at which point thin layer chromatography on silica gel confirmed completion of the reaction. The tetrahydrofuran solvent was evaporated under reduced pressure, and the ... The reactants are FC=1C=C(C=CC1)CCC1=CC=C(C=C1)N1CC(CC1=O)C(=O)O ((RS)-1-{4-[2-(3-fluoro-phenyl)-ethyl]-phenyl}-5-oxo-pyrrolidine-3-carboxylic acid), acid chloride, CN (methylamine). Product: CNC(=O)C1CN(C(C1)=O)C1=CC=C(C=C1)CCC1=CC(=CC=C1)F ((RS)-1-{4-[2-(3-fluoro-phenyl)-ethyl]-phenyl}-5-oxo-pyrrolidine-3-carboxylic acid methylamide). RXN SMILES: [F:1][C:2]1[CH:3]=[C:4]([CH2:8][CH2:9][C:10]2[CH:15]=[CH:14][C:13]([N:16]3[C:20](=[O:21])[CH2:19][CH:18]([C:22]([OH:24])=O)[CH2:17]3)=[CH:12][CH:11]=2)[CH:5]=[CH:6][CH:7]=1.[CH3:25][NH2:26]>>[CH3:25][NH:26][C:22]([CH:18]1[CH2:19][C:20](=[O:21])[N:16]([C:13]2[CH:14]=[CH:15][C:10]([CH2:9][CH2:8][C:4]3[CH:5]=[CH:6][CH:7]=[C:2]([F:1])[CH:3]=3)=[CH:11][CH:12]=2)[CH2:17]1)=[O:24]. Procedure details: In an analogous manner to that described in Example 36 d), the esterification of (RS)-1-{4-[2-(3-fluoro-phenyl)-ethyl]-phenyl}-5-oxo-pyrrolidine-3-carboxylic acid and reaction of the intermediate acid chloride with methylamine yields the (RS)-1-{4-[2-(3-fluoro-phenyl)-ethyl]-phenyl}-5-oxo-pyrrolidine-3-carboxylic acid methylamide as a light yellow solid; MS: m/e=341 (M+H)+. Starting materials: C1(CCCCC1)NS(=O)(=O)C1=CC=C(C2=CC=CC=C12)CN1C(C2=CC=CC=C2C1=O)=O (4-(1,3-dioxo-1,3-dihydro-isoindol-2-ylmethyl)-naphthalene-1-sulfonic acid cyclohexylamide), NN (hydrazine), resultant solution. The solvent is CO (methanol). Product: C1(CCCCC1)NS(=O)(=O)C1=CC=C(C2=CC=CC=C12)CN (4-Aminomethyl-naphthalene-1-sulfonic acid cyclohexylamide). Yield: 61.6%. RXN SMILES: [CH:1]1([NH:7][S:8]([C:11]2[C:20]3[C:15](=[CH:16][CH:17]=[CH:18][CH:19]=3)[C:14]([CH2:21][N:22]3C(=O)C4C(=CC=CC=4)C3=O)=[CH:13][CH:12]=2)(=[O:10])=[O:9])[CH2:6][CH2:5][CH2:4][CH2:3][CH2:2]1.NN>CO>[CH:1]1([NH:7][S:8]([C:11]2[C:20]3[C:15](=[CH:16][CH:17]=[CH:18][CH:19]=3)[C:14]([CH2:21][NH2:22])=[CH:13][CH:12]=2)(=[O:10])=[O:9])[CH2:2][CH2:3][CH2:4][CH2:5][CH2:6]1. Procedure details: To a solution of 4-(1,3-dioxo-1,3-dihydro-isoindol-2-ylmethyl)-naphthalene-1-sulfonic acid cyclohexylamide (G-4) (1.6 g, 3.57 mmol) in methanol (30 mL) was added hydrazine (2 mL). The resultant solution was stirred at room temperature overnight. A precipitate was formed and filtered. The solid was further washed with small amount of methanol. The filtrate was collected and solvent was removed in vacuo. Flash chromatography of the residue with Flash column (MeOH/CH2Cl2: 5-10%) gave the title comp... Starting materials: ( I ), IC (iodomethane), C(CCC)(=O)N1CCC(CC1)N(C(=O)NC=1SC(=CN1)SC#N)[C@@H]1CC[C@H](CC1)C (1-(1-butyryl-piperidin-4-yl)-1-(trans-4-methyl-cyclohexyl)-3-(5-thiocyanato-thiazol-2-yl)-urea), SC[C@H](O)[C@H](O)CS (dithioerythritol). The product is C(CCC)(=O)N1CCC(CC1)N(C(=O)NC=1SC(=CN1)SC)[C@@H]1CC[C@H](CC1)C (1-(1-Butyryl-piperidin-4-yl)-1-(trans-4-methyl-cyclohexyl)-3-(5-methylsulfanyl-thiazol-2-yl)-urea). RXN SMILES: [C:1]([N:6]1[CH2:11][CH2:10][CH:9]([N:12]([C@H:24]2[CH2:29][CH2:28][C@H:27]([CH3:30])[CH2:26][CH2:25]2)[C:13]([NH:15][C:16]2[S:17][C:18]([S:21][C:22]#N)=[CH:19][N:20]=2)=[O:14])[CH2:8][CH2:7]1)(=[O:5])[CH2:2][CH2:3][CH3:4].SC[C@@H]([C@@H](CS)O)O.IC>>[C:1]([N:6]1[CH2:7][CH2:8][CH:9]([N:12]([C@H:24]2[CH2:25][CH2:26][C@H:27]([CH3:30])[CH2:28][CH2:29]2)[C:13]([NH:15][C:16]2[S:17][C:18]([S:21][CH3:22])=[CH:19][N:20]=2)=[O:14])[CH2:10][CH2:11]1)(=[O:5])[CH2:2][CH2:3][CH3:4]. Procedure details: Prepared as described in general procedures (H) and (I) using 1-(1-butyryl-piperidin-4-yl)-1-(trans-4-methyl-cyclohexyl)-3-(5-thiocyanato-thiazol-2-yl)-urea, dithioerythritol and iodomethane. Starting materials: CN(C)C=O, CS(=O)(=O)c1c(C(=O)O)ccc(Cl)c1F, [Li+], [OH-], O, O, Oc1ccccc1. Product: CS(=O)(=O)c1c(C(=O)O)ccc(Cl)c1Oc1ccccc1. Reaction SMILES: [CH3:27][N:28]([CH3:29])[CH:30]=[O:31].[Cl:8][c:9]1[c:10]([F:22])[c:11]([S:18](=[O:19])(=[O:20])[CH3:21])[c:12]([C:13](=[O:14])[OH:15])[cH:16][cH:17]1.[Li+:25].[OH-:24].[OH2:23].[OH2:26].[OH:1][c:2]1[cH:3][cH:4][cH:5][cH:6][cH:7]1>>[O:1]([c:2]1[cH:3][cH:4][cH:5][cH:6][cH:7]1)[c:10]1[c:9]([Cl:8])[cH:17][cH:16][c:12]([C:13](=[O:14])[OH:15])[c:11]1[S:18](=[O:19])(=[O:20])[CH3:21].